This data is from the Open Reaction Database (ORD), a public repository of structured organic reaction records. The task is: describe an organic reaction: reactants, conditions, products, and yield The reactants are CC1(C)CC(=C(c2ccc(O)cc2)c2ccc(Br)cc2)CC(C)(C)C1, N#Cc1ccc(B(O)O)cc1, O=C([O-])[O-], CC1(C)CC(=C(c2ccc(O)cc2)c2ccc(-c3ccc(S(C)(=O)=O)cc3)cc2)CC(C)(C)C1, [Na+], [Na+], O, Cl[Pd]Cl, c1ccc(P(c2ccccc2)c2ccccc2)cc1, c1ccc(P(c2ccccc2)c2ccccc2)cc1. Yields the product CC1(C)CC(=C(c2ccc(O)cc2)c2ccc(-c3ccc(C#N)cc3)cc2)CC(C)(C)C1. As a reaction SMILES: [Br:35][c:36]1[cH:37][cH:38][c:39]([C:40](=[C:41]2[CH2:42][C:43]([CH3:44])([CH3:45])[CH2:46][C:47]([CH3:48])([CH3:49])[CH2:50]2)[c:51]2[cH:52][cH:53][c:54]([OH:55])[cH:56][cH:57]2)[cH:58][cH:59]1.[C:60](#[N:61])[c:62]1[cH:63][cH:64][c:65]([B:66]([OH:67])[OH:68])[cH:69][cH:70]1.[C:71](=[O:72])([O-:73])[O-:74].[CH3:1][S:2](=[O:3])(=[O:4])[c:5]1[cH:6][cH:7][c:8](-[c:11]2[cH:12][cH:13][c:14]([C:17]([c:18]3[cH:19][cH:20][c:21]([OH:24])[cH:22][cH:23]3)=[C:25]3[CH2:26][C:27]([CH3:33])([CH3:34])[CH2:28][C:29]([CH3:31])([CH3:32])[CH2:30]3)[cH:15][cH:16]2)[cH:9][cH:10]1.[Na+:75].[Na+:76].[OH2:118].[Pd:77]([Cl:78])[Cl:79].[c:80]1([P:81]([c:82]2[cH:83][cH:84][cH:85][cH:86][cH:87]2)[c:88]2[cH:89][cH:90][cH:91][cH:92][cH:93]2)[cH:94][cH:95][cH:96][cH:97][cH:98]1.[c:99]1([P:100]([c:101]2[cH:102][cH:103][cH:104][cH:105][cH:106]2)[c:107]2[cH:108][cH:109][cH:110][cH:111][cH:112]2)[cH:113][cH:114][cH:115][cH:116][cH:117]1>>[c:5]1([C:60]#[N:61])[cH:6][cH:7][c:8](-[c:11]2[cH:12][cH:13][c:14]([C:17]([c:18]3[cH:19][cH:20][c:21]([OH:24])[cH:22][cH:23]3)=[C:25]3[CH2:26][C:27]([CH3:33])([CH3:34])[CH2:28][C:29]([CH3:31])([CH3:32])[CH2:30]3)[cH:15][cH:16]2)[cH:9][cH:10]1. Starting materials: CS(C)=O, CCCCNc1ccc2nc(Cl)sc2c1, [K+], [K+], [K+], N#C[K], O=P([O-])([O-])[O-]. The product is CCCCNc1ccc2nc(C#N)sc2c1. As a reaction SMILES: [CH3:27][S:28]([CH3:29])=[O:30].[Cl:4][c:5]1[s:6][c:7]2[c:8]([n:9]1)[cH:10][cH:11][c:12]([NH:14][CH2:15][CH2:16][CH2:17][CH3:18])[cH:13]2.[K+:24].[K+:25].[K+:26].[K:1][C:2]#[N:3].[P:19]([O-:20])([O-:21])([O-:22])=[O:23]>>[C:2](#[N:3])[c:5]1[s:6][c:7]2[c:8]([n:9]1)[cH:10][cH:11][c:12]([NH:14][CH2:15][CH2:16][CH2:17][CH3:18])[cH:13]2. The reactants are CCN=C=NCCCN(C)C, CCN(C(C)C)C(C)C, C1CCOC1, COc1ccc(Cn2nc(C)c3c(Oc4ccc(N)cc4F)ccnc32)cc1, Cl, O=C(O)C1CCNC1=O, On1nnc2ccccc21. Yields the product COc1ccc(Cn2nc(C)c3c(Oc4ccc(NC(=O)C5CCNC5=O)cc4F)ccnc32)cc1. RXN SMILES: [CH2:39]([N:40]=[C:41]=[N:42][CH2:43][CH2:44][CH2:45][N:46]([CH3:47])[CH3:48])[CH3:49].[CH2:60]([N:61]([CH:62]([CH3:63])[CH3:64])[CH:65]([CH3:66])[CH3:67])[CH3:68].[CH2:69]1[O:70][CH2:71][CH2:72][CH2:73]1.[CH3:1][O:2][c:3]1[cH:4][cH:5][c:6]([CH2:7][n:8]2[n:9][c:10]([CH3:26])[c:11]3[c:12]2[n:13][cH:14][cH:15][c:16]3[O:17][c:18]2[c:19]([F:25])[cH:20][c:21]([NH2:24])[cH:22][cH:23]2)[cH:27][cH:28]1.[ClH:38].[O:29]=[C:30]1[NH:31][CH2:32][CH2:33][CH:34]1[C:35](=[O:36])[OH:37].[n:50]1([OH:51])[c:52]2[cH:53][cH:54][cH:55][cH:56][c:57]2[n:58][n:59]1>>[CH3:1][O:2][c:3]1[cH:4][cH:5][c:6]([CH2:7][n:8]2[n:9][c:10]([CH3:26])[c:11]3[c:12]2[n:13][cH:14][cH:15][c:16]3[O:17][c:18]2[c:19]([F:25])[cH:20][c:21]([NH:24][C:35]([CH:34]3[C:30](=[O:29])[NH:31][CH2:32][CH2:33]3)=[O:36])[cH:22][cH:23]2)[cH:27][cH:28]1. Starting materials: [OH-].[Na+] (sodium hydroxide), NC1CCN(CC1)C[C@@]12C3=CC=CC=C3[C@@H](C=3C=CC(=CC13)Cl)C2 (4-amino-1-[(9S,10S)-2-chloro-9,10-dihydro-9,10-methanoanthracene-9-ylmethyl]piperidine), CN(C)C1=NC=CC=C1 (dimethylaminopyridine), Cl.C(C)N=C=NCCCN(C)C (1-ethyl-3-(3-dimethylaminopropyl)carbodiimide hydrochloride), C(C)OCC(=O)O (ethoxyacetic acid). The solvent is C(Cl)Cl (methylene chloride). Conditions: time 18 hour. Yields the product ClC1=CC=2[C@]3(C4=CC=CC=C4[C@@H](C2C=C1)C3)CN3CCC(CC3)NC(COCC)=O (N-(1-[(9S,10S)-(+)-2-Chloro-9,10-dihydro-9,10-methanoanthracen-9-ylmethyl]-4-piperidyl)-2-ethoxyacetamide). Isolated yield 85.5%. As a reaction SMILES: [NH2:1][CH:2]1[CH2:7][CH2:6][N:5]([CH2:8][C@:9]23[CH2:24][C@H:16]([C:17]4[CH:18]=[CH:19][C:20]([Cl:23])=[CH:21][C:22]=42)[C:15]2[C:10]3=[CH:11][CH:12]=[CH:13][CH:14]=2)[CH2:4][CH2:3]1.CN(C1C=CC=CN=1)C.Cl.C(N=C=NCCCN(C)C)C.[CH2:46]([O:48][CH2:49][C:50](O)=[O:51])[CH3:47].[OH-].[Na+]>C(Cl)Cl>[Cl:23][C:20]1[CH:19]=[CH:18][C:17]2[C@H:16]3[CH2:24][C@:9]([CH2:8][N:5]4[CH2:6][CH2:7][CH:2]([NH:1][C:50](=[O:51])[CH2:49][O:48][CH2:46][CH3:47])[CH2:3][CH2:4]4)([C:10]4[C:15]3=[CH:14][CH:13]=[CH:12][CH:11]=4)[C:22]=2[CH:21]=1 |f:2.3,5.6|. Procedure details: To a stirred solution of 4-amino-1-[(9S,10S)-2-chloro-9,10-dihydro-9,10-methanoanthracene-9-ylmethyl]piperidine (752 mg, 2.22 mmol), dimethylaminopyridine (542 mg, 4.44 mmol), 1-ethyl-3-(3-dimethylaminopropyl)carbodiimide hydrochloride (848 mg, 4.44 mmol), in methylene chloride (15 mL) was added ethoxyacetic acid (0.25 mL, 2.44 mmol). After stirring for 18 h, the mixture was treated with 1N sodium hydroxide (75 mL), and extracted with methylene chloride (3×75 mL). The combined extracts were wash...